Task: describe an organic reaction: reactants, conditions, products, and yield. Dataset: the Open Reaction Database (ORD), a public repository of structured organic reaction records Reactants: C12C(C3CC(CC(C1)C3)C2)NC(=O)N2CCC3(CC2)CC(C2=CC=CC=C23)CC(=O)OC (methyl 2-(1′-((2-adamantyl)carbamoyl)-2,3-dihydrospiro[indene-1,4′-piperidine]-3-yl)acetate), C1CCOC1 (THF), CO (methanol), O[Li].O (LiOH.H2O). Solvent: Cl (HCl), O (water). Conditions: time 8 hour. Product: C12C(C3CC(CC(C1)C3)C2)NC(=O)N2CCC3(CC2)CC(C2=CC=CC=C23)CC(=O)O (2-(1′-((2-adamantyl)carbamoyl)-2,3-dihydrospiro[indene-1,4′-piperidine]-3-yl)acetic acid). RXN SMILES: [CH:1]12[CH2:10][CH:5]3[CH2:6][CH:7]([CH2:9][CH:3]([CH2:4]3)[CH:2]1[NH:11][C:12]([N:14]1[CH2:19][CH2:18][C:17]3([C:27]4[C:22](=[CH:23][CH:24]=[CH:25][CH:26]=4)[CH:21]([CH2:28][C:29]([O:31]C)=[O:30])[CH2:20]3)[CH2:16][CH2:15]1)=[O:13])[CH2:8]2.C1COCC1.CO.O[Li].O>O.Cl>[CH:1]12[CH2:10][CH:5]3[CH2:6][CH:7]([CH2:9][CH:3]([CH2:4]3)[CH:2]1[NH:11][C:12]([N:14]1[CH2:15][CH2:16][C:17]3([C:27]4[C:22](=[CH:23][CH:24]=[CH:25][CH:26]=4)[CH:21]([CH2:28][C:29]([OH:31])=[O:30])[CH2:20]3)[CH2:18][CH2:19]1)=[O:13])[CH2:8]2 |f:3.4|. Procedure: To a stirred solution of methyl 2-(1′-((2-adamantyl)carbamoyl)-2,3-dihydrospiro[indene-1,4′-piperidine]-3-yl)acetate isomer A (2.0 mg, 5 μmol) in water (0.25 mL), THF (0.25 mL) and methanol (0.5 mL) was added LiOH.H2O (10 mg, 0.23 mmol). The mixture was stirred overnight at rt. The mixture was diluted with 5% aq HCl (10 mL) and extracted with EtOAc (2×40 mL). The combined organic extracts were dried over Na2SO4 and concentrated to leave crude 2-(1′-((2-adamantyl)carbamoyl)-2,3-dihydrospiro[inden...